Dataset: the Open Reaction Database (ORD), a public repository of structured organic reaction records. Task: describe an organic reaction: reactants, conditions, products, and yield Starting materials: CC(=O)O, O=C1Nc2ccc(I)cc2C1=O, NNC(=O)c1ccc(NC(=O)c2ccc(-c3ccccc3)cc2)cc1. Product: O=C1Nc2ccc(I)cc2C1=NNC(=O)c1ccc(NC(=O)c2ccc(-c3ccccc3)cc2)cc1. RXN SMILES: [CH3:38][C:39](=[O:40])[OH:41].[I:1][c:2]1[cH:3][c:4]2[c:8]([cH:9][cH:10]1)[NH:7][C:6](=[O:11])[C:5]2=[O:12].[NH:13]([NH2:14])[C:15](=[O:16])[c:17]1[cH:18][cH:19][c:20]([NH:23][C:24](=[O:25])[c:26]2[cH:27][cH:28][c:29](-[c:32]3[cH:33][cH:34][cH:35][cH:36][cH:37]3)[cH:30][cH:31]2)[cH:21][cH:22]1>>[I:1][c:2]1[cH:3][c:4]2[c:8]([cH:9][cH:10]1)[NH:7][C:6](=[O:11])[C:5]2=[N:14][NH:13][C:15](=[O:16])[c:17]1[cH:18][cH:19][c:20]([NH:23][C:24](=[O:25])[c:26]2[cH:27][cH:28][c:29](-[c:32]3[cH:33][cH:34][cH:35][cH:36][cH:37]3)[cH:30][cH:31]2)[cH:21][cH:22]1. Reactants: ClC(Cl)(Cl)Cl, ClCCl, COc1ccc(Cc2cc(C3(O)OC(CO)C(O)C(O)C3O)ccc2Cl)cc1, c1ccc(P(c2ccccc2)c2ccccc2)cc1. Yields the product COc1ccc(Cc2cc(C3(O)OC(CCl)C(O)C(O)C3O)ccc2Cl)cc1. As a reaction SMILES: [C:1]([Cl:2])([Cl:3])([Cl:4])[Cl:5].[Cl:53][CH2:54][Cl:55].[Cl:6][c:7]1[c:8]([CH2:25][c:26]2[cH:27][cH:28][c:29]([O:32][CH3:33])[cH:30][cH:31]2)[cH:9][c:10]([C:13]2([OH:14])[CH:15]([OH:16])[CH:17]([OH:18])[CH:19]([OH:20])[CH:21]([CH2:23][OH:24])[O:22]2)[cH:11][cH:12]1.[c:34]1([P:35]([c:36]2[cH:37][cH:38][cH:39][cH:40][cH:41]2)[c:42]2[cH:43][cH:44][cH:45][cH:46][cH:47]2)[cH:48][cH:49][cH:50][cH:51][cH:52]1>>[CH2:1]([Cl:5])[CH:21]1[CH:19]([OH:20])[CH:17]([OH:18])[CH:15]([OH:16])[C:13]([c:10]2[cH:9][c:8]([CH2:25][c:26]3[cH:27][cH:28][c:29]([O:32][CH3:33])[cH:30][cH:31]3)[c:7]([Cl:6])[cH:12][cH:11]2)([OH:14])[O:22]1. Starting materials: ClCCl, NCCc1c[nH]c2ccccc12, O=Cc1ccc(O)cc1, O=C(O)C(F)(F)F. Yields the product Oc1ccc(C2NCCc3c2[nH]c2ccccc32)cc1. As a reaction SMILES: [Cl:29][CH2:30][Cl:31].[NH2:1][CH2:2][CH2:3][c:4]1[cH:5][nH:6][c:7]2[cH:8][cH:9][cH:10][cH:11][c:12]12.[OH:13][c:14]1[cH:15][cH:16][c:17]([CH:18]=[O:19])[cH:20][cH:21]1.[OH:22][C:23]([C:24]([F:25])([F:26])[F:27])=[O:28]>>[NH:1]1[CH2:2][CH2:3][c:4]2[c:5]([nH:6][c:7]3[cH:8][cH:9][cH:10][cH:11][c:12]23)[CH:18]1[c:17]1[cH:16][cH:15][c:14]([OH:13])[cH:21][cH:20]1. The reactants are O1C(=CC=C1)CNC1=NC=2CCCCC2C=C1C(=O)OCC (ethyl 2-[(furan-2-ylmethyl)amino]-5,6,7,8-tetrahydroquinoline-3-carboxylate), O (water), [OH-].[Na+] (sodium hydroxide). Run in C(C)O (ethanol). Run at temperature 80 celsius, time 10 hour. The product is O1C(=CC=C1)CNC1=NC=2CCCCC2C=C1C(=O)O (2-[(furan-2-ylmethyl)amino]-5,6,7,8-tetrahydroquinoline-3-carboxylic acid). The yield is 96.0%. As a reaction SMILES: [O:1]1[CH:5]=[CH:4][CH:3]=[C:2]1[CH2:6][NH:7][C:8]1[C:17]([C:18]([O:20]CC)=[O:19])=[CH:16][C:15]2[CH2:14][CH2:13][CH2:12][CH2:11][C:10]=2[N:9]=1.O.[OH-].[Na+]>C(O)C>[O:1]1[CH:5]=[CH:4][CH:3]=[C:2]1[CH2:6][NH:7][C:8]1[C:17]([C:18]([OH:20])=[O:19])=[CH:16][C:15]2[CH2:14][CH2:13][CH2:12][CH2:11][C:10]=2[N:9]=1 |f:2.3|. Procedure details: To a solution of ethyl 2-[(furan-2-ylmethyl)amino]-5,6,7,8-tetrahydroquinoline-3-carboxylate (600 mg) in ethanol (4 ml)-water (4 ml) was added 8 M aqueous sodium hydroxide solution (1.25 ml), and the mixture was stirred at 80° C. for 10 hr. The reaction mixture was concentrated under reduced pressure to about 1/3 volume, and neutralized with 1 M hydrochloric acid, and the mixture was extracted with ethyl acetate. The extract was washed with saturated brine and dried over anhydrous magnesium sulf... Starting materials: product, C[Si](C)(C)C#N (trimethylsilyl cyanide), [Cl-].[Al+3].[Cl-].[Cl-] (aluminum chloride), COC1=C2CC(CC(C2=CC=C1)=O)C1=CC=CC=C1 (5-methoxy-3-phenyl-1,2,3,4-tetrahydro-1-naphthalenone), trimethylsilyl, C1(=CC=C(C=C1)S(=O)(=O)O)C (p-toluenesulfonic acid), FC(C(=O)O)(F)F (trifluroacetic acid). Run in C1(=CC=CC=C1)C (toluene), C1(=CC=CC=C1)C (toluene). Run at temperature 60 celsius. The product is C(#N)C1=CC(CC2=C(C=CC=C12)OC)C1=CC=CC=C1 (1-Cyano-5-methoxy-3-phenyl-3,4-dihydronaphthalene). RXN SMILES: [CH3:1][O:2][C:3]1[CH:12]=[CH:11][CH:10]=[C:9]2[C:4]=1[CH2:5][CH:6]([C:14]1[CH:19]=[CH:18][CH:17]=[CH:16][CH:15]=1)[CH2:7][C:8]2=O.C[Si]([C:24]#[N:25])(C)C.[Cl-].[Al+3].[Cl-].[Cl-].FC(F)(F)C(O)=O.C1(C)C=CC(S(O)(=O)=O)=CC=1>C1(C)C=CC=CC=1>[C:24]([C:8]1[C:9]2[C:4](=[C:3]([O:2][CH3:1])[CH:12]=[CH:11][CH:10]=2)[CH2:5][CH:6]([C:14]2[CH:19]=[CH:18][CH:17]=[CH:16][CH:15]=2)[CH:7]=1)#[N:25] |f:2.3.4.5|. Procedure details: To a suspension of 8.8 g (35 mmol) of 5-methoxy-3-phenyl-1,2,3,4-tetrahydro-1-naphthalenone, the product of Example 1, is added 7.5 g (75.6 mmol) of trimethylsilyl cyanide (commercially available from Aldrich Chemical Company) and approximately 50 mg of anhydrous aluminum chloride (AlCl3). The reaction mixture is heated at 60° C. for 3 h then cooled to ambient temperature and diluted with 150 mL of toluene. The volume of the reaction mixture is reduced in vacuo to approximately 50 mL. The result... Reactants: CCCC[Sn](CCCC)(CCCC)c1nnn(COCc2ccccc2)n1, CCOC(=O)c1cccc(Br)c1, Cc1ccccc1, [Cu]I, c1ccc(P(c2ccccc2)(c2ccccc2)[Pd](P(c2ccccc2)(c2ccccc2)c2ccccc2)(P(c2ccccc2)(c2ccccc2)c2ccccc2)P(c2ccccc2)(c2ccccc2)c2ccccc2)cc1. Yields the product CCOC(=O)c1cccc(-c2nnn(COCc3ccccc3)n2)c1. Reaction SMILES: [CH2:13]([c:14]1[cH:15][cH:16][cH:17][cH:18][cH:19]1)[O:20][CH2:21][n:22]1[n:23][c:24]([Sn:27]([CH2:28][CH2:29][CH2:30][CH3:31])([CH2:32][CH2:33][CH2:34][CH3:35])[CH2:36][CH2:37][CH2:38][CH3:39])[n:25][n:26]1.[CH2:1]([CH3:2])[O:3][C:4]([c:5]1[cH:6][c:7]([Br:11])[cH:8][cH:9][cH:10]1)=[O:12].[CH3:40][c:41]1[cH:42][cH:43][cH:44][cH:45][cH:46]1.[Cu:47][I:48].[cH:49]1[cH:50][cH:51][c:52]([P:53]([Pd:54]([P:55]([c:56]2[cH:57][cH:58][cH:59][cH:60][cH:61]2)([c:62]2[cH:63][cH:64][cH:65][cH:66][cH:67]2)[c:68]2[cH:69][cH:70][cH:71][cH:72][cH:73]2)([P:74]([c:75]2[cH:76][cH:77][cH:78][cH:79][cH:80]2)([c:81]2[cH:82][cH:83][cH:84][cH:85][cH:86]2)[c:87]2[cH:88][cH:89][cH:90][cH:91][cH:92]2)[P:93]([c:94]2[cH:95][cH:96][cH:97][cH:98][cH:99]2)([c:100]2[cH:101][cH:102][cH:103][cH:104][cH:105]2)[c:106]2[cH:107][cH:108][cH:109][cH:110][cH:111]2)([c:112]2[cH:113][cH:114][cH:115][cH:116][cH:117]2)[c:118]2[cH:119][cH:120][cH:121][cH:122][cH:123]2)[cH:124][cH:125]1>>[CH2:1]([CH3:2])[O:3][C:4]([c:5]1[cH:6][c:7](-[c:24]2[n:23][n:22]([CH2:21][O:20][CH2:13][c:14]3[cH:15][cH:16][cH:17][cH:18][cH:19]3)[n:26][n:25]2)[cH:8][cH:9][cH:10]1)=[O:12]. Reactants: CC1(C2CCC(C1C2)CCN2CCC1(C(N(CN1C1=CC=CC=C1)CCCNC)=O)CC2)C (8-[2-(6,6-Dimethyl-bicyclo[3.1.1]hept-2-yl)-ethyl]-3-(3-methylamino-propyl)-1-phenyl-1,3,8-triaza-spiro[4.5]decan-4-one), C(C)(C)(C)OC(=O)N1CCC2(CO2)CC1 (1-Oxa-6-aza-spiro[2,5]octane-6-carboxylic acid tert-butyl ester). The solvent is C(C)O (ethanol). Product: C(C)(C)(C)OC(=O)N1CCC(CC1)(O)CN(C)CCCN1CN(C2(C1=O)CCN(CC2)CCC2C1C(C(CC2)C1)(C)C)C1=CC=CC=C1 (4-{[(3-{8-[2-(6,6-Dimethyl-bicyclo(3.1.1]hept-2-yl)-ethyl]-4-oxo-1-phenyl-1,3,8-triaza-spiro[4.5]dec-3-yl} propyl)-methyl-amino]-methyl}-4-hydroxy-piperidine-1-carboxylic acid tert-butyl ester). Isolated yield 89.7%. As a reaction SMILES: [CH3:1][C:2]1([CH3:33])[CH:7]2[CH2:8][CH:3]1[CH2:4][CH2:5][CH:6]2[CH2:9][CH2:10][N:11]1[CH2:32][CH2:31][C:14]2([N:18]([C:19]3[CH:24]=[CH:23][CH:22]=[CH:21][CH:20]=3)[CH2:17][N:16]([CH2:25][CH2:26][CH2:27][NH:28][CH3:29])[C:15]2=[O:30])[CH2:13][CH2:12]1.[C:34]([O:38][C:39]([N:41]1[CH2:48][CH2:47][C:44]2([O:46][CH2:45]2)[CH2:43][CH2:42]1)=[O:40])([CH3:37])([CH3:36])[CH3:35]>C(O)C>[C:34]([O:38][C:39]([N:41]1[CH2:48][CH2:47][C:44]([CH2:45][N:28]([CH2:27][CH2:26][CH2:25][N:16]2[C:15](=[O:30])[C:14]3([CH2:13][CH2:12][N:11]([CH2:10][CH2:9][CH:6]4[CH2:5][CH2:4][CH:3]5[CH2:8][CH:7]4[C:2]5([CH3:1])[CH3:33])[CH2:32][CH2:31]3)[N:18]([C:19]3[CH:20]=[CH:21][CH:22]=[CH:23][CH:24]=3)[CH2:17]2)[CH3:29])([OH:46])[CH2:43][CH2:42]1)=[O:40])([CH3:37])([CH3:36])[CH3:35]. Reported procedure: 2.6 g (5.74 mmol) of compound (24) was placed in a flask and diluted with 20 ml ethanol. To this solution was added 1.88 g (8.81 mmol) of the epoxide (32) and the mixture was heated to reflux until TLC showed complete conversion. For work-up the solvent was evaporated and the residue was taken up with ethyl acetate. After washing with aqueous potassium carbonate solution drying over sodium sulphate and concentration in vacuo the raw material was purified via flash column chromatography yielding ... Reactants: solution B, ClC1=C(C=C(C=C1)NC=1C2=C(N=CN1)C=NC(=C2)NC(CP(OCC)(OCC)=O)=O)C#C (diethyl 2-(4-(4-chloro-3-ethynylphenylamino)pyrido[3,4-d]pyrimidin-6-ylamino)-2-oxoethylphosphonate), [OH-].[K+] (KOH), solution B, solution A, [Li+].[Cl-] (LiCl), Cl (HCl), solution A, C(C)OC(CN(C)C)OCC (2,2-diethoxy-N,N-dimethylethanamine). Run in C1CCOC1 (THF), O (water), CC(=O)N(C)C (DMA), O (water), C(Cl)Cl.CO (DCM MeOH), Petroleum ether, O (water). Reaction conditions: temperature 45 celsius, time 27 hour. The product is ClC1=C(C=C(NC=2C3=C(N=CN2)C=NC(=C3)NC(\C=C\CN(C)C)=O)C=C1)C#C ((2E)-N-[4-(4-chloro-3-ethynylanilino)pyrido[3,4-d]pyrimidin-6-yl]-4-(dimethylamino)-2-butenamide). The yield is 95.1%. RXN SMILES: C(O[CH:4](OCC)[CH2:5][N:6]([CH3:8])[CH3:7])C.Cl.[OH-].[K+].[Cl:15][C:16]1[CH:21]=[CH:20][C:19]([NH:22][C:23]2[C:24]3[CH:32]=[C:31]([NH:33][C:34](=[O:44])[CH2:35]P(=O)(OCC)OCC)[N:30]=[CH:29][C:25]=3[N:26]=[CH:27][N:28]=2)=[CH:18][C:17]=1[C:45]#[CH:46].[Li+].[Cl-]>O.C(Cl)Cl.CO.CC(N(C)C)=O.C1COCC1>[Cl:15][C:16]1[CH:21]=[CH:20][C:19]([NH:22][C:23]2[C:24]3[CH:32]=[C:31]([NH:33][C:34](=[O:44])/[CH:35]=[CH:4]/[CH2:5][N:6]([CH3:7])[CH3:8])[N:30]=[CH:29][C:25]=3[N:26]=[CH:27][N:28]=2)=[CH:18][C:17]=1[C:45]#[CH:46] |f:2.3,5.6,8.9|. Procedure details: To a stirred mixture of 2,2-diethoxy-N,N-dimethylethanamine (1.67 g, 10.4 mmol) and water (1.8 mL) at room temperature and under a nitrogen atmosphere was added an aq. 37% HCl (1.75 mL, 20.8 mmol). After addition the mixture was stirred at 45° C. (bath) for 27 h. It was cooled to 0° C. (bath). This is called solution A. KOH (2.98 g, 53.2 mmol) was dissolved in water (9 mL) at room temperature under a nitrogen atmosphere. It was cooled to 0° C. (bath). This is called solution B. To a stirred hete... The reactants are CCOCC, Cn1ccc2ccc(NS(=O)(=O)c3cc(Cl)cc(Cl)c3)cc21, O=C(Cl)C(=O)Cl. The product is Cn1cc(C(=O)C(=O)Cl)c2ccc(NS(=O)(=O)c3cc(Cl)cc(Cl)c3)cc21. Reaction SMILES: [CH3:29][CH2:30][O:31][CH2:32][CH3:33].[Cl:1][c:2]1[cH:3][c:4]([S:9](=[O:10])(=[O:11])[NH:12][c:13]2[cH:14][cH:15][c:16]3[cH:17][cH:18][n:19]([CH3:22])[c:20]3[cH:21]2)[cH:5][c:6]([Cl:8])[cH:7]1.[Cl:23][C:24](=[O:25])[C:26](=[O:27])[Cl:28]>>[Cl:1][c:2]1[cH:3][c:4]([S:9](=[O:10])(=[O:11])[NH:12][c:13]2[cH:14][cH:15][c:16]3[c:17]([C:26]([C:24]([Cl:23])=[O:25])=[O:27])[cH:18][n:19]([CH3:22])[c:20]3[cH:21]2)[cH:5][c:6]([Cl:8])[cH:7]1. Reactants: C(C)OC(CS(=O)(=O)CCC1(OCCO1)C)=O ([2-(2-methyl-[1,3]dioxolan-2-yl)-ethanesulfonyl]-acetic acid ethyl ester), FC(F)(F)SCCOS(=O)(=O)C(F)(F)F (trifluoro-methanesulfonic acid 2-trifluoromethylsulfanyl-ethyl ester). The product is C(C)OC(C(CCSC(F)(F)F)S(=O)(=O)CCC1(OCCO1)C)=O (2-[2-(2-Methyl-[1,3]-dioxolan-2-yl)-ethanesulfonyl]-4-trifluoromethylsulfanyl-butyric acid ethyl ester). RXN SMILES: [CH2:1]([O:3][C:4](=[O:17])[CH2:5][S:6]([CH2:9][CH2:10][C:11]1([CH3:16])[O:15][CH2:14][CH2:13][O:12]1)(=[O:8])=[O:7])[CH3:2].[F:18][C:19]([S:22][CH2:23][CH2:24]OS(C(F)(F)F)(=O)=O)([F:21])[F:20]>>[CH2:1]([O:3][C:4](=[O:17])[CH:5]([S:6]([CH2:9][CH2:10][C:11]1([CH3:16])[O:15][CH2:14][CH2:13][O:12]1)(=[O:7])=[O:8])[CH2:24][CH2:23][S:22][C:19]([F:21])([F:20])[F:18])[CH3:2]. Reported procedure: Compound II-27 was prepared from [2-(2-methyl-[1,3]dioxolan-2-yl)-ethanesulfonyl]-acetic acid ethyl ester and trifluoro-methanesulfonic acid 2-trifluoromethylsulfanyl-ethyl ester as described for compound II-1.